Dataset: the Open Reaction Database (ORD), a public repository of structured organic reaction records. Task: describe an organic reaction: reactants, conditions, products, and yield The reactants are N[C@H]1CC[C@H](CC1)C(=O)OCC (cis-ethyl 4-aminocyclohexanecarboxylate), FC1=CC=C(C(=O)\N=C\2/NC3=C(N2[C@H]2CC[C@H](CC2)C(=O)OC)C=C(C=C3)CO)C=C1 (cis-methyl 4-((E)-2-(4-fluorobenzoylimino)-6-(hydroxymethyl)-2,3-dihydro-1H-benzo[d]imidazol-1-yl)cyclohexanecarboxylate). The product is C(C1=CC=CC=C1)(=O)\N=C\1/NC2=C(N1[C@H]1CC[C@H](CC1)C(=O)OCC)C=C(C=C2)CO (cis-Ethyl 4-((E)-2-(benzoylimino)-6-(hydroxymethyl)-2,3-dihydro-1H-benzo[d]imidazol-1-yl)cyclohexanecarboxylate). RXN SMILES: [NH2:1][C@@H:2]1[CH2:7][CH2:6][C@H:5]([C:8]([O:10][CH2:11][CH3:12])=[O:9])[CH2:4][CH2:3]1.F[C:14]1[CH:43]=[CH:42][C:17]([C:18](/[N:20]=[C:21]2\[NH:22][C:23]3[CH:39]=[CH:38][C:37]([CH2:40][OH:41])=[CH:36][C:24]=3N\2[C@@H]2CC[C@H](C(OC)=O)CC2)=[O:19])=[CH:16][CH:15]=1>>[C:18](/[N:20]=[C:21]1\[NH:22][C:23]2[CH:24]=[CH:36][C:37]([CH2:40][OH:41])=[CH:38][C:39]=2[N:1]\1[C@@H:2]1[CH2:3][CH2:4][C@H:5]([C:8]([O:10][CH2:11][CH3:12])=[O:9])[CH2:6][CH2:7]1)(=[O:19])[C:17]1[CH:42]=[CH:43][CH:14]=[CH:15][CH:16]=1. Procedure: The title compound was prepared in 6 steps from cis-ethyl 4-aminocyclohexanecarboxylate using a method analogous to the preparation of cis-methyl 4-((E)-2-(4-fluorobenzoylimino)-6-(hydroxymethyl)-2,3-dihydro-1H-benzo[d]imidazol-1-yl)cyclohexanecarboxylate. MS m/z=422.2 [M+H]. Calc'd for C24H27N3O4: 421.2. Starting materials: O=C([O-])[O-], CN(C)C=O, [I-], [K+], [K+], [K+], O=c1[nH]c2ccccc2n1C1CCNCC1, Cc1ccc(S(=O)(=O)OC2CCC(c3ccccc3)(c3ccccc3)CC2)cc1, O. Product: O=c1[nH]c2ccccc2n1C1CCN(C2CCC(c3ccccc3)(c3ccccc3)CC2)CC1. Reaction SMILES: [C:46](=[O:47])([O-:48])[O-:49].[CH3:55][N:56]([CH3:57])[CH:58]=[O:59].[I-:53].[K+:50].[K+:51].[K+:52].[NH:30]1[CH2:31][CH2:32][CH:33]([n:36]2[c:37](=[O:45])[nH:38][c:39]3[c:40]2[cH:41][cH:42][cH:43][cH:44]3)[CH2:34][CH2:35]1.[O:1]([S:2]([c:3]1[cH:4][cH:5][c:6]([CH3:7])[cH:8][cH:9]1)(=[O:10])=[O:11])[CH:12]1[CH2:13][CH2:14][C:15]([c:18]2[cH:19][cH:20][cH:21][cH:22][cH:23]2)([c:24]2[cH:25][cH:26][cH:27][cH:28][cH:29]2)[CH2:16][CH2:17]1.[OH2:54]>>[CH:12]1([N:30]2[CH2:31][CH2:32][CH:33]([n:36]3[c:37](=[O:45])[nH:38][c:39]4[c:40]3[cH:41][cH:42][cH:43][cH:44]4)[CH2:34][CH2:35]2)[CH2:13][CH2:14][C:15]([c:18]2[cH:19][cH:20][cH:21][cH:22][cH:23]2)([c:24]2[cH:25][cH:26][cH:27][cH:28][cH:29]2)[CH2:16][CH2:17]1. Reactants: CC(C)(C)OC(=O)N1CCC(n2cc(-c3coc4c(O)c([N+](=O)[O-])ncc34)cn2)CC1, C1CCOC1, CC(O)c1c(Cl)c(F)cc(F)c1Cl, CC(C)OC(=O)N=NC(=O)OC(C)C, c1ccc(P(c2ccccc2)c2ccccc2)cc1. Yields the product CC(Oc1c([N+](=O)[O-])ncc2c(-c3cnn(C4CCN(C(=O)OC(C)(C)C)CC4)c3)coc12)c1c(Cl)c(F)cc(F)c1Cl. As a reaction SMILES: [C:14]([CH3:15])([CH3:16])([CH3:17])[O:18][C:19](=[O:20])[N:21]1[CH2:22][CH2:23][CH:24]([n:27]2[n:28][cH:29][c:30](-[c:32]3[cH:33][o:34][c:35]4[c:36]3[cH:37][n:38][c:39]([N+:42](=[O:43])[O-:44])[c:40]4[OH:41])[cH:31]2)[CH2:25][CH2:26]1.[CH2:78]1[O:79][CH2:80][CH2:81][CH2:82]1.[Cl:1][c:2]1[c:3]([CH:11]([CH3:12])[OH:13])[c:4]([Cl:10])[c:5]([F:9])[cH:6][c:7]1[F:8].[O:64]=[C:65]([O:66][CH:67]([CH3:68])[CH3:69])[N:70]=[N:71][C:72]([O:73][CH:74]([CH3:75])[CH3:76])=[O:77].[c:45]1([P:46]([c:47]2[cH:48][cH:49][cH:50][cH:51][cH:52]2)[c:53]2[cH:54][cH:55][cH:56][cH:57][cH:58]2)[cH:59][cH:60][cH:61][cH:62][cH:63]1>>[Cl:1][c:2]1[c:3]([CH:11]([CH3:12])[O:13][c:40]2[c:35]3[o:34][cH:33][c:32](-[c:30]4[cH:29][n:28][n:27]([CH:24]5[CH2:23][CH2:22][N:21]([C:19]([O:18][C:14]([CH3:15])([CH3:16])[CH3:17])=[O:20])[CH2:26][CH2:25]5)[cH:31]4)[c:36]3[cH:37][n:38][c:39]2[N+:42](=[O:43])[O-:44])[c:4]([Cl:10])[c:5]([F:9])[cH:6][c:7]1[F:8]. Reactants: N1CCCCC1 (piperidine), OC1=C(C=C(C=CC=O)C=C1)OC (4-hydroxy-3-methoxycinnamaldehyde), C(#N)CC(=O)[N-]CC1=CC(=C(C=C1)O)O (N-(cyanoacetyl)3,4-dihydroxybenzylamide). The solvent is C(C)O (ethanol). Yields the product OC=1C=C(CNC(=O)\C(\C#N)=C\C=C\C2=CC(=C(C=C2)O)OC)C=CC1O ((E,E)-2-(3,4-Dihydroxybenzylaminocarbonyl)-3-(4-hydroxy-3-methoxystyryl)acrylonitrile). Reaction SMILES: N1CCCCC1.[OH:7][C:8]1[CH:17]=[CH:16][C:11]([CH:12]=[CH:13][CH:14]=O)=[CH:10][C:9]=1[O:18][CH3:19].[C:20]([CH2:22][C:23]([N-:25][CH2:26][C:27]1[CH:32]=[CH:31][C:30]([OH:33])=[C:29]([OH:34])[CH:28]=1)=[O:24])#[N:21]>C(O)C>[OH:34][C:29]1[CH:28]=[C:27]([CH:32]=[CH:31][C:30]=1[OH:33])[CH2:26][NH:25][C:23](/[C:22](=[CH:14]/[CH:13]=[CH:12]/[C:11]1[CH:16]=[CH:17][C:8]([OH:7])=[C:9]([O:18][CH3:19])[CH:10]=1)/[C:20]#[N:21])=[O:24]. Procedure details: The compound was prepared as described in Example 37 by adding piperidine to a solution of 4-hydroxy-3-methoxycinnamaldehyde (35 mg, 0.2 mmol) and N-(cyanoacetyl)3,4-dihydroxybenzylamide (40 mg, 0.2 mmol) in ethanol. After recrystallization from ethanol-water a yellow solid was obtained (53 mg, 72%). The product gave the following analytical data: Reactants: O=C(c1ccccc1)c1ccc2nc(-c3c[nH]c(C(=O)O)c3)[nH]c2c1, C1CCNC1, CCN=C=NCCCN(C)C, CN(C)C=O, Cl, O, O, On1nnc2ccccc21, c1ccncc1. The product is O=C(c1ccccc1)c1ccc2nc(-c3c[nH]c(C(=O)N4CCCC4)c3)[nH]c2c1. As a reaction SMILES: [C:1]([c:2]1[cH:3][cH:4][cH:5][cH:6][cH:7]1)(=[O:8])[c:9]1[cH:10][c:11]2[c:12]([n:13][c:14](-[c:16]3[cH:17][c:18]([C:21](=[O:22])[OH:23])[nH:19][cH:20]3)[nH:15]2)[cH:24][cH:25]1.[CH2:26]1[CH2:27][CH2:28][NH:29][CH2:30]1.[CH2:32]([N:33]=[C:34]=[N:35][CH2:36][CH2:37][CH2:38][N:39]([CH3:40])[CH3:41])[CH3:42].[CH3:54][N:55]([CH3:56])[CH:57]=[O:58].[ClH:31].[OH2:43].[OH2:65].[OH:44][n:45]1[c:46]2[cH:47][cH:48][cH:49][cH:50][c:51]2[n:52][n:53]1.[cH:59]1[cH:60][cH:61][n:62][cH:63][cH:64]1>>[C:1]([c:2]1[cH:3][cH:4][cH:5][cH:6][cH:7]1)(=[O:8])[c:9]1[cH:10][c:11]2[c:12]([n:13][c:14](-[c:16]3[cH:17][c:18]([C:21](=[O:22])[N:29]4[CH2:28][CH2:27][CH2:26][CH2:30]4)[nH:19][cH:20]3)[nH:15]2)[cH:24][cH:25]1. Starting materials: COCC1(OP(=O)(O)O)CCN(c2c(F)cc(N3CC(CNC(C)=O)OC3=O)cc2F)CC1, O=C([O-])[O-], CC(=O)O, [Ca+2]. Product: COCC1(OP(=O)(O)O)CCN(c2c(F)cc(N3CC(CNC(C)=O)OC3=O)cc2F)CC1, [Ca]. As a reaction SMILES: [C:1]([CH3:2])(=[O:3])[NH:4][CH2:5][CH:6]1[CH2:7][N:8]([c:12]2[cH:13][c:14]([F:33])[c:15]([N:19]3[CH2:20][CH2:21][C:22]([CH2:25][O:26][CH3:27])([O:28][P:29]([OH:30])([OH:31])=[O:32])[CH2:23][CH2:24]3)[c:16]([F:18])[cH:17]2)[C:9](=[O:11])[O:10]1.[C:34](=[O:35])([O-:36])[O-:37].[C:38]([OH:39])(=[O:40])[CH3:41].[Ca+2:42]>>[C:1]([CH3:2])(=[O:3])[NH:4][CH2:5][CH:6]1[CH2:7][N:8]([c:12]2[cH:13][c:14]([F:33])[c:15]([N:19]3[CH2:20][CH2:21][C:22]([CH2:25][O:26][CH3:27])([O:28][P:29](=[O:30])([OH:31])[OH:32])[CH2:23][CH2:24]3)[c:16]([F:18])[cH:17]2)[C:9](=[O:11])[O:10]1.[Ca:42].